Task: describe an organic reaction: reactants, conditions, products, and yield. Dataset: the Open Reaction Database (ORD), a public repository of structured organic reaction records Starting materials: C(C(C)(C)C)(=O)Cl (pivaloyl chloride), C(CCC=C)(=O)O (4-pentenoic acid), CN1CCOCC1 (N-methylmorpholine), solution, C(CCC)[Li] (butyllithium), CCCCCC (hexane), [NH4+].[Cl-] (NH4Cl), CC(C)[C@@H]1NC(OC1)=O ((S)-4-(1-methylethyl)-2-oxazolidinone), anhydride. Solvent: C1CCOC1 (THF), O (H2O). Conditions: time 30 minute. Product: anhydride, CC(C)[C@@H]1N(C(OC1)=O)C(CCC=C)=O (4(S)-(1-methylethyl)-3-(1-oxo-4-pentenyl)-2-oxazolidinone). RXN SMILES: C(Cl)(=O)C(C)(C)C.[C:8]([OH:14])(=O)[CH2:9][CH2:10][CH:11]=[CH2:12].CN1CCOCC1.C([Li])CCC.CCCCCC.[CH3:33][CH:34]([C@H:36]1[CH2:40][O:39][C:38](=[O:41])[NH:37]1)[CH3:35].[NH4+].[Cl-]>C1COCC1.O>[CH3:33][CH:34]([C@H:36]1[CH2:40][O:39][C:38](=[O:41])[N:37]1[C:8](=[O:14])[CH2:9][CH2:10][CH:11]=[CH2:12])[CH3:35] |f:6.7|. Procedure details: A solution of mixed anhydride was prepared by adding under a N2 atmosphere pivaloyl chloride (14.8 mL, 120 mmol) over a period of 5 min to a cooled solution (0°) of 4-pentenoic acid (12.3 mL, 120 mmol) and N-methylmorpholine (15.4 mL, 140 mmol). The mixture was stirred at 0° for 30 min. Meanwhile, a second solution was prepared by adding dropwise under a N2 atmosphere a 1.4M solution of butyllithium in hexane (71 mL, 100 mmol) to a stirred cooled solution (-78°) of (S)-4-(1-methylethyl)-2-oxazol... The reactants are [Li]CCCC (n-BuLi), Cl (HCl), CC1(CCCCC1)C1=C(C=CC(=C1)Br)OC (2-(1-methylcyclohexyl)-4-bromoanisole), C(C)(C)OB(OC(C)C)OC(C)C (triisopropylborate). Solvent: C1CCOC1 (THF), CCOCC (ether). Run at temperature -75 celsius, time 30 minute. Product: CC1(CCCCC1)C=1C=C(C=CC1OC)B(O)O (3-(1-methylcyclohexyl)-4-methoxyphenyl boronic acid). The yield is 64.6%. RXN SMILES: [CH3:1][C:2]1([C:8]2[CH:13]=[C:12](Br)[CH:11]=[CH:10][C:9]=2[O:15][CH3:16])[CH2:7][CH2:6][CH2:5][CH2:4][CH2:3]1.[Li]CCCC.C([O:25][B:26](OC(C)C)[O:27]C(C)C)(C)C.Cl>C1COCC1.CCOCC>[CH3:1][C:2]1([C:8]2[CH:13]=[C:12]([B:26]([OH:27])[OH:25])[CH:11]=[CH:10][C:9]=2[O:15][CH3:16])[CH2:7][CH2:6][CH2:5][CH2:4][CH2:3]1. Reported procedure: To a mixture of 2-(1-methylcyclohexyl)-4-bromoanisole (13.66 g, 0.0482 mol) in THF (121 mL) cooled to −75° C. under an atmosphere of argon was added n-BuLi (33.2 mL, 1.6 M, 0.053 mol) dropwise maintaining a temperature below −70° C. The resulting suspension was stirred for 30 minutes and triisopropylborate (34.2 mL, 27.87 g, 0.148 mol) was added dropwise. The mixture was allowed to warm to RT overnight. The resulting mixture was cooled to 0° C. and 1.0 N HCl (150 mL) was slowly added. After warm...